Dataset: the Open Reaction Database (ORD), a public repository of structured organic reaction records. Task: describe an organic reaction: reactants, conditions, products, and yield The reactants are C(C)(C)(C)OC(=O)N1CCC2=C(N(N=C2CC1)C(C)C)OS(=O)(=O)C(F)(F)F (2-isopropyl-3-trifluoromethanesulfonyloxy-4,5,7,8-tetrahydro-2H-1,2,6-triaza-azulene-6-carboxylic acid tert-butyl ester), C(C)(C)(C)C1=CC=C(C=C1)B(O)O (4-tert-butylphenylboronic acid). Yields the product C(C)(C)(C)C1=CC=C(C=C1)C=1N(N=C2CCNCCC12)C(C)C (3-(4-tert-Butyl-phenyl)-2-isopropyl-2,4,5,6,7,8-hexahydro-1,2,6-triaza-azulene). The yield is 17.9%. Reaction SMILES: C(OC([N:8]1[CH2:17][CH2:16][C:15]2[C:11](=[C:12](OS(C(F)(F)F)(=O)=O)[N:13]([CH:18]([CH3:20])[CH3:19])[N:14]=2)[CH2:10][CH2:9]1)=O)(C)(C)C.[C:29]([C:33]1[CH:38]=[CH:37][C:36](B(O)O)=[CH:35][CH:34]=1)([CH3:32])([CH3:31])[CH3:30]>>[C:29]([C:33]1[CH:38]=[CH:37][C:36]([C:12]2[N:13]([CH:18]([CH3:19])[CH3:20])[N:14]=[C:15]3[C:11]=2[CH2:10][CH2:9][NH:8][CH2:17][CH2:16]3)=[CH:35][CH:34]=1)([CH3:32])([CH3:31])[CH3:30]. Procedure: The title compound (28 mg) was prepared according to Example 189 using 215 mg of 2-isopropyl-3-trifluoromethanesulfonyloxy-4,5,7,8-tetrahydro-2H-1,2,6-triaza-azulene-6-carboxylic acid tert-butyl ester (Example 189, Step A) and 268 mg of 4-tert-butylphenylboronic acid. MS (ESI): exact mass calculated for C20H29N3, 311.24. found, m/z 312.5 [M+H]+. 1H NMR (500 MHz, CD3OD): 7.61-7.59 (m, 2H), 7.27-7.25 (m, 2H), 4.40 (m, 1H), 3.43-3.40 (m, 2H), 3.19-3.17 (m, 2H), 2.79-2.77 (m, 2H), 1.50-1.25 (m, 15H)... Starting materials: BrC1=C(C=CC=C1)SC1CC1 (1-bromo-2-(cyclopropylsulfanyl)benzene), O (water), [Cl-].[Al+3].[Cl-].[Cl-] (aluminum chloride), ClC(C(=O)OCC)=O (ethyl chloro(oxo)acetate). The solvent is ClCCl (dichloromethane), ClCCl (dichloromethane). Conditions: temperature 0 celsius, time 1 hour. Product: C(C)OC(C(=O)C1=CC(=C(C=C1)SC1CC1)Br)=O (ethyl[3-bromo-4-(cyclopropylsulfanyl)phenyl](oxo)acetate). The yield is 42.1%. Reaction SMILES: [Cl-].[Al+3].[Cl-].[Cl-].Cl[C:6](=[O:12])[C:7]([O:9][CH2:10][CH3:11])=[O:8].[Br:13][C:14]1[CH:19]=[CH:18][CH:17]=[CH:16][C:15]=1[S:20][CH:21]1[CH2:23][CH2:22]1.O>ClCCl>[CH2:10]([O:9][C:7](=[O:8])[C:6]([C:18]1[CH:17]=[CH:16][C:15]([S:20][CH:21]2[CH2:22][CH2:23]2)=[C:14]([Br:13])[CH:19]=1)=[O:12])[CH3:11] |f:0.1.2.3|. Procedure details: To a suspension of aluminum chloride (40.2 g) in dichloromethane (1200 mL) was added dropwise ethyl chloro(oxo)acetate (32.3 g) at 0° C., followed by stirring at the same temperature for 1 hour. To the reaction mixture was added dropwise a solution of 1-bromo-2-(cyclopropylsulfanyl)benzene (49.3 g) in dichloromethane (280 mL) while keeping it at 5° C. or lower, followed by stirring at room temperature for 1 hour. The reaction mixture was cooled to 0° C., and water was added thereto to stop the r... The reactants are ClCCl, CC(C)(C)OC(=O)N1CC2CN(c3cncc(OC(c4ccccc4)C(F)(F)F)n3)CC2C1, O=C(O)C(F)(F)F. Product: FC(F)(F)C(Oc1cncc(N2CC3CNCC3C2)n1)c1ccccc1, O=C(O)C(F)(F)F. RXN SMILES: [Cl:41][CH2:42][Cl:43].[F:1][C:2]([CH:3]([O:4][c:5]1[cH:6][n:7][cH:8][c:9]([N:11]2[CH2:12][CH:13]3[CH:14]([CH2:15]2)[CH2:16][N:17]([C:19]([O:20][C:21]([CH3:22])([CH3:23])[CH3:24])=[O:25])[CH2:18]3)[n:10]1)[c:26]1[cH:27][cH:28][cH:29][cH:30][cH:31]1)([F:32])[F:33].[F:34][C:35]([C:36](=[O:37])[OH:38])([F:39])[F:40]>>[F:1][C:2]([CH:3]([O:4][c:5]1[cH:6][n:7][cH:8][c:9]([N:11]2[CH2:12][CH:13]3[CH:14]([CH2:15]2)[CH2:16][NH:17][CH2:18]3)[n:10]1)[c:26]1[cH:27][cH:28][cH:29][cH:30][cH:31]1)([F:32])[F:33].[F:34][C:35]([C:36](=[O:37])[OH:38])([F:39])[F:40]. Starting materials: CC1C=CC2=CC(C(C)(C)C)CC(O)C2C1(CCC1CC(C(C)(C)C)C(O[SiH](C)C)C(=O)O1)O[SiH](C)C, CCC(Oc1cccc(N(C)C)c1)C(=O)O. The product is CCC(Oc1cccc(N(C)C)c1)C(=O)OC1CC(C(C)(C)C)C=C2C=CC(C)C(CCC3CC(C(C)(C)C)C(O[SiH](C)C)C(=O)O3)(O[SiH](C)C)C21. Reaction SMILES: [C:17]([CH3:18])([CH3:19])([CH3:20])[CH:21]1[CH:22]=[C:23]2[CH:24]=[CH:25][CH:26]([CH3:53])[C:27]([CH2:32][CH2:33][CH:34]3[CH2:35][CH:36]([C:45]([CH3:46])([CH3:47])[CH3:48])[CH:37]([O:41][SiH:42]([CH3:43])[CH3:44])[C:38](=[O:40])[O:39]3)([O:49][SiH:50]([CH3:51])[CH3:52])[CH:28]2[CH:29]([OH:31])[CH2:30]1.[CH3:1][N:2]([c:3]1[cH:4][c:5]([O:6][CH:7]([C:8](=[O:9])[OH:10])[CH2:11][CH3:12])[cH:13][cH:14][cH:15]1)[CH3:16]>>[CH3:1][N:2]([c:3]1[cH:4][c:5]([O:6][CH:7]([C:8]([O:9][CH:29]2[CH:28]3[C:23](=[CH:22][CH:21]([C:17]([CH3:18])([CH3:19])[CH3:20])[CH2:30]2)[CH:24]=[CH:25][CH:26]([CH3:53])[C:27]3([CH2:32][CH2:33][CH:34]2[CH2:35][CH:36]([C:45]([CH3:46])([CH3:47])[CH3:48])[CH:37]([O:41][SiH:42]([CH3:43])[CH3:44])[C:38](=[O:40])[O:39]2)[O:49][SiH:50]([CH3:51])[CH3:52])=[O:10])[CH2:11][CH3:12])[cH:13][cH:14][cH:15]1)[CH3:16]. The reactants are Brc1ccc(CN2CCOC(c3cccnc3)C2)cc1, CCO, Cc1ccccc1, OB(O)c1ccccc1Cl, [Na+], [Na+], O=C([O-])[O-], c1ccc(P(c2ccccc2)(c2ccccc2)[Pd](P(c2ccccc2)(c2ccccc2)c2ccccc2)(P(c2ccccc2)(c2ccccc2)c2ccccc2)P(c2ccccc2)(c2ccccc2)c2ccccc2)cc1. Product: Clc1ccccc1-c1ccc(CN2CCOC(c3cccnc3)C2)cc1. RXN SMILES: [Br:1][c:2]1[cH:3][cH:4][c:5]([CH2:6][N:7]2[CH2:8][CH:9]([c:13]3[cH:14][n:15][cH:16][cH:17][cH:18]3)[O:10][CH2:11][CH2:12]2)[cH:19][cH:20]1.[CH3:121][CH2:122][OH:123].[CH3:37][c:38]1[cH:39][cH:40][cH:41][cH:42][cH:43]1.[Cl:21][c:22]1[c:23]([B:28]([OH:29])[OH:30])[cH:24][cH:25][cH:26][cH:27]1.[Na+:31].[Na+:32].[O-:33][C:34](=[O:35])[O-:36].[cH:44]1[cH:45][cH:46][c:47]([P:48]([Pd:49]([P:50]([c:51]2[cH:52][cH:53][cH:54][cH:55][cH:56]2)([c:57]2[cH:58][cH:59][cH:60][cH:61][cH:62]2)[c:63]2[cH:64][cH:65][cH:66][cH:67][cH:68]2)([P:69]([c:70]2[cH:71][cH:72][cH:73][cH:74][cH:75]2)([c:76]2[cH:77][cH:78][cH:79][cH:80][cH:81]2)[c:82]2[cH:83][cH:84][cH:85][cH:86][cH:87]2)[P:88]([c:89]2[cH:90][cH:91][cH:92][cH:93][cH:94]2)([c:95]2[cH:96][cH:97][cH:98][cH:99][cH:100]2)[c:101]2[cH:102][cH:103][cH:104][cH:105][cH:106]2)([c:107]2[cH:108][cH:109][cH:110][cH:111][cH:112]2)[c:113]2[cH:114][cH:115][cH:116][cH:117][cH:118]2)[cH:119][cH:120]1>>[c:2]1(-[c:23]2[c:22]([Cl:21])[cH:27][cH:26][cH:25][cH:24]2)[cH:3][cH:4][c:5]([CH2:6][N:7]2[CH2:8][CH:9]([c:13]3[cH:14][n:15][cH:16][cH:17][cH:18]3)[O:10][CH2:11][CH2:12]2)[cH:19][cH:20]1. Starting materials: C(C1=CC=CC=C1)OC=1C(C=C(OC1)C(=O)O)=O (5-(Benzyloxy)-4-oxo-4H-pyran-2-carboxylic acid), NC=1C=C(C=CC1)C1=CC=CC=C1 (3-aminobiphenyl). Solvent: C1(=CC=CC=C1)OC1=CC=CC=C1 (diphenyl ether). Conditions: temperature 250 celsius, time 10 minute. The product is C(C1=CC=CC=C1)OC1=CN(C=CC1=O)C=1C=C(C=CC1)C1=CC=CC=C1 (3-(benzyloxy)-1-(biphenyl-3-yl)pyridin-4(1H)-one). RXN SMILES: [CH2:1]([O:8][C:9]1[C:10](=[O:18])[CH:11]=[C:12](C(O)=O)O[CH:14]=1)[C:2]1[CH:7]=[CH:6][CH:5]=[CH:4][CH:3]=1.[NH2:19][C:20]1[CH:21]=[C:22]([C:26]2[CH:31]=[CH:30][CH:29]=[CH:28][CH:27]=2)[CH:23]=[CH:24][CH:25]=1>C1(OC2C=CC=CC=2)C=CC=CC=1>[CH2:1]([O:8][C:9]1[C:10](=[O:18])[CH:11]=[CH:12][N:19]([C:20]2[CH:21]=[C:22]([C:26]3[CH:27]=[CH:28][CH:29]=[CH:30][CH:31]=3)[CH:23]=[CH:24][CH:25]=2)[CH:14]=1)[C:2]1[CH:3]=[CH:4][CH:5]=[CH:6][CH:7]=1. Procedure: 5-(Benzyloxy)-4-oxo-4H-pyran-2-carboxylic acid (36.9 g, 150 mmol) and 3-aminobiphenyl (25.35 g, 150 mmol) were combined in diphenyl ether (110 ml). The mixture was heated to 250° C. (pre-heated block) in an open flask. After 10 min, the mixture was cooled to room temperature. The residue was purified by silica gel chromatography to provide 3-(benzyloxy)-1-(biphenyl-3-yl)pyridin-4(1H)-one. 1H NMR δ (400 MHz, d6-DMSO): 7.55 (d, J=7.6 Hz, 1H), 7.46 (m, 4H), 7.44-7.31 (m, 5H), 7.29-7.11 (m, 4H), 6.5... Reactants: CS(=O)(=O)C1=NC=C(C(=N1)CCC1=C(C=CC=C1)CC(=O)OC)C(F)(F)F (Methyl 2-(2-(2-(2-(methylsulfonyl)-5-(trifluoromethyl)pyrimidin-4-yl)ethyl)phenyl)acetate), C(C)(C)(C)OC(=O)NC1=C(C=C(C=C1)C1CCN(CC1)C(=O)OC(C)(C)C)OC (tert-butyl 4-(4-((tert-butoxycarbonyl)amino)-3-methoxyphenyl)piperidine-1-carboxylate), FC(C(=O)O)(F)F (Trifluoroacetic acid). The solvent is C(C(F)(F)F)O (trifluoroethanol). Reaction conditions: temperature 100 celsius. Product: COC1=C(C=CC(=C1)C1CCNCC1)NC1=NC=C(C(=N1)CCC1=C(C=CC=C1)CC(=O)OC)C(F)(F)F (Methyl 2-(2-(2-(2-((2-methoxy-4-(piperidin-4-yl)phenyl)amino)-5-(trifluoromethyl)pyrimidin-4-yl)ethyl)phenyl)acetate). Reaction SMILES: CS([C:5]1[N:10]=[C:9]([CH2:11][CH2:12][C:13]2[CH:18]=[CH:17][CH:16]=[CH:15][C:14]=2[CH2:19][C:20]([O:22][CH3:23])=[O:21])[C:8]([C:24]([F:27])([F:26])[F:25])=[CH:7][N:6]=1)(=O)=O.C(OC([NH:35][C:36]1[CH:41]=[CH:40][C:39]([CH:42]2[CH2:47][CH2:46][N:45](C(OC(C)(C)C)=O)[CH2:44][CH2:43]2)=[CH:38][C:37]=1[O:55][CH3:56])=O)(C)(C)C.FC(F)(F)C(O)=O>C(O)C(F)(F)F>[CH3:56][O:55][C:37]1[CH:38]=[C:39]([CH:42]2[CH2:43][CH2:44][NH:45][CH2:46][CH2:47]2)[CH:40]=[CH:41][C:36]=1[NH:35][C:5]1[N:10]=[C:9]([CH2:11][CH2:12][C:13]2[CH:18]=[CH:17][CH:16]=[CH:15][C:14]=2[CH2:19][C:20]([O:22][CH3:23])=[O:21])[C:8]([C:24]([F:27])([F:26])[F:25])=[CH:7][N:6]=1. Procedure details: Methyl 2-(2-(2-(2-(methylsulfonyl)-5-(trifluoromethyl)pyrimidin-4-yl)ethyl)phenyl)acetate (I15) (200 mg, 0.497 mmol) and tert-butyl 4-(4-((tert-butoxycarbonyl)amino)-3-methoxyphenyl)piperidine-1-carboxylate (I19) (303 mg, 0.745 mmol) were dissolved in trifluoroethanol (4 mL). Trifluoroacetic acid (200 μL) was added and the resulting mixture was heated at 100° C. under microwave irradiation for 1 hour. The crude reaction mixture was adsorbed onto silica gel and separated by silica gel chromatogra... Starting materials: OCCBr, O=C([O-])O, N#Cc1c(N)nc(S)c(C#N)c1-c1ccc2c(c1)OCO2, [Na+], CN(C)C=O, O. RXN SMILES: [Br:22][CH2:23][CH2:24][OH:25].[C:26](=[O:27])([OH:28])[O-:29].[NH2:1][c:2]1[n:3][c:4]([SH:21])[c:5]([C:19]#[N:20])[c:6](-[c:10]2[cH:11][c:12]3[c:13]([cH:17][cH:18]2)[O:14][CH2:15][O:16]3)[c:7]1[C:8]#[N:9].[Na+:30].[O:32]=[CH:33][N:34]([CH3:35])[CH3:36].[OH2:31]>>[NH2:1][c:2]1[n:3][c:4]([S:21][CH2:23][CH2:24][OH:25])[c:5]([C:19]#[N:20])[c:6](-[c:10]2[cH:11][c:12]3[c:13]([cH:17][cH:18]2)[O:14][CH2:15][O:16]3)[c:7]1[C:8]#[N:9]. Yields the product N#Cc1c(N)nc(SCCO)c(C#N)c1-c1ccc2c(c1)OCO2. The reactants are C1CCOC1, Cc1ccc(-c2nc(COC3CCCC(OCc4cccc(C)c4C(=O)OCc4ccccc4)C3)c(C)o2)cc1, [H][H]. Yields the product Cc1ccc(-c2nc(COC3CCCC(OCc4cccc(C)c4C(=O)O)C3)c(C)o2)cc1. As a reaction SMILES: [CH2:43]1[O:44][CH2:45][CH2:46][CH2:47]1.[CH3:1][c:2]1[c:3]([C:4](=[O:5])[O:6][CH2:7][c:8]2[cH:9][cH:10][cH:11][cH:12][cH:13]2)[c:14]([CH2:18][O:19][CH:20]2[CH2:21][CH:22]([O:26][CH2:27][c:28]3[n:29][c:30](-[c:34]4[cH:35][cH:36][c:37]([CH3:40])[cH:38][cH:39]4)[o:31][c:32]3[CH3:33])[CH2:23][CH2:24][CH2:25]2)[cH:15][cH:16][cH:17]1.[H:41][H:42]>>[CH3:1][c:2]1[c:3]([C:4](=[O:5])[OH:6])[c:14]([CH2:18][O:19][CH:20]2[CH2:21][CH:22]([O:26][CH2:27][c:28]3[n:29][c:30](-[c:34]4[cH:35][cH:36][c:37]([CH3:40])[cH:38][cH:39]4)[o:31][c:32]3[CH3:33])[CH2:23][CH2:24][CH2:25]2)[cH:15][cH:16][cH:17]1.